From a dataset of the Open Reaction Database (ORD), a public repository of structured organic reaction records. describe an organic reaction: reactants, conditions, products, and yield Reactants: COC1=C(C=CC=C1)N1CCN(CC1)CCC(C)(C1=CC=CC=C1)C(=O)C1CCCCC1 (1-(2-Methoxyphenyl)-4-[3-(cyclohexanecarbonyl)-3-(phenyl)butyl]piperazine), C(\C=C/C(=O)O)(=O)O (maleic acid), CC(C)(C)OC (MTBE). Run in CO (methanol). Yields the product C(\C=C/C(=O)O)(=O)O.COC1=C(C=CC=C1)N1CCN(CC1)CCC(C)(C1=CC=CC=C1)C(=O)C1CCCCC1 (1-(2-methoxyphenyl)-4-[3-(cyclohexanecarbonyl)-3-(phenyl)butyl]piperazine maleate). As a reaction SMILES: [CH3:1][O:2][C:3]1[CH:8]=[CH:7][CH:6]=[CH:5][C:4]=1[N:9]1[CH2:14][CH2:13][N:12]([CH2:15][CH2:16][C:17]([C:25]([CH:27]2[CH2:32][CH2:31][CH2:30][CH2:29][CH2:28]2)=[O:26])([C:19]2[CH:24]=[CH:23][CH:22]=[CH:21][CH:20]=2)[CH3:18])[CH2:11][CH2:10]1.[C:33]([OH:40])(=[O:39])/[CH:34]=[CH:35]\[C:36]([OH:38])=[O:37].CC(OC)(C)C>CO>[C:33]([OH:40])(=[O:39])/[CH:34]=[CH:35]\[C:36]([OH:38])=[O:37].[CH3:1][O:2][C:3]1[CH:8]=[CH:7][CH:6]=[CH:5][C:4]=1[N:9]1[CH2:10][CH2:11][N:12]([CH2:15][CH2:16][C:17]([C:25]([CH:27]2[CH2:32][CH2:31][CH2:30][CH2:29][CH2:28]2)=[O:26])([C:19]2[CH:20]=[CH:21][CH:22]=[CH:23][CH:24]=2)[CH3:18])[CH2:13][CH2:14]1 |f:4.5|. Procedure details: 1-(2-Methoxyphenyl)-4-[3-(cyclohexanecarbonyl)-3-(phenyl)butyl]piperazine (prepared directly above) was dissolved in warm methanol (50 mL) followed by addition of maleic acid (26.8 g) and MTBE (200 mL). This mixture was concentrated to a paste and then redissolved by addition of methanol (approximately 15 mL) and MTBE (200 mL). The mixture was seeded and an additional amount of MTBE (300 mL) was added once crystallization was initiated. The mixture was suction filtered, and the solid rinsed with... The reactants are N1=CC=CC=C1 (Pyridine), CC(=O)OC(=O)C (Ac2O), CN(C1=CC(=CC=C1)N)C1=CC=C2C(=NN(C2=C1)COCC[Si](C)(C)C)C=CC1=CC=CC=C1 (N-Methyl-N-{3-styryl-1-[2-(trimethyl-silanyl)-ethoxymethyl]-1H-indazol-6-yl}-benzene-1,3-diamine), C(=O)([O-])[O-].[K+].[K+] (K2CO3), Example 11. Reagents/catalysts: CN(C)C=1C=CN=CC1 (DMAP). Run in CCOC(=O)C (EtOAc), C(Cl)Cl.CCOC(=O)C (CH2Cl2 EtOAc), C(Cl)Cl (CH2Cl2). Conditions: temperature 23 celsius, time 1 hour. Product: CN(C=1C=C(C=CC1)NC(C)=O)C1=CC=C2C(=NNC2=C1)C=CC1=CC=CC=C1 (N-{3-[methyl-(3-styryl-1H-indazol-6-yl)-amino]-phenyl}-acetamide). Yield: 22.0%. As a reaction SMILES: [CH3:1][N:2]([C:10]1[CH:18]=[C:17]2[C:13]([C:14]([CH:27]=[CH:28][C:29]3[CH:34]=[CH:33][CH:32]=[CH:31][CH:30]=3)=[N:15][N:16]2COCC[Si](C)(C)C)=[CH:12][CH:11]=1)[C:3]1[CH:8]=[CH:7][CH:6]=[C:5]([NH2:9])[CH:4]=1.N1C=CC=CC=1.[CH3:41][C:42](OC(C)=O)=[O:43].C([O-])([O-])=O.[K+].[K+]>C(Cl)Cl.CN(C1C=CN=CC=1)C.CCOC(C)=O.C(Cl)Cl.CCOC(C)=O>[CH3:1][N:2]([C:10]1[CH:18]=[C:17]2[C:13]([C:14]([CH:27]=[CH:28][C:29]3[CH:30]=[CH:31][CH:32]=[CH:33][CH:34]=3)=[N:15][NH:16]2)=[CH:12][CH:11]=1)[C:3]1[CH:4]=[C:5]([NH:9][C:42](=[O:43])[CH3:41])[CH:6]=[CH:7][CH:8]=1 |f:3.4.5,9.10|. Procedure: N-Methyl-N-{3-styryl-1-[2-(trimethyl-silanyl)-ethoxymethyl]-1H-indazol-6-yl}-benzene-1,3-diamine, prepared in Example 11 (34 mg, 0.041 mmol) was suspended in CH2Cl2 (0.5 mL) at 23° C. under an atmosphere of argon. Pyridine (81 μl, 1.0 mmol), Ac2O (94 μl, 1.0 mmol) and DMAP (cat.) were added. The reaction became homogeneous immediately. After 1 h, TLC analysis (CH2Cl2:EtOAc 4:1) indicated no starting material. The reaction was quenched with saturated NaHCO3(aq) (2 mL) then diluted with EtOAc (15 ... The reactants are [Al], C#CCO, [Cu]I, O=C(c1ccc(I)cc1)c1c(-c2ccc(OCCN3CCCC3)cc2)sc2ccccc12, Cl[Pd]Cl, c1ccc(P(c2ccccc2)c2ccccc2)cc1, c1ccc(P(c2ccccc2)c2ccccc2)cc1. Yields the product O=C(c1ccc(C#CCO)cc1)c1c(-c2ccc(OCCN3CCCC3)cc2)sc2ccccc12. As a reaction SMILES: [Al:37].[CH2:33]([C:34]#[CH:35])[OH:36].[Cu:79][I:80].[N:1]1([CH2:6][CH2:7][O:8][c:9]2[cH:10][cH:11][c:12](-[c:15]3[c:16]([C:24](=[O:25])[c:26]4[cH:27][cH:28][c:29]([I:32])[cH:30][cH:31]4)[c:17]4[c:18]([s:19]3)[cH:20][cH:21][cH:22][cH:23]4)[cH:13][cH:14]2)[CH2:2][CH2:3][CH2:4][CH2:5]1.[Pd:38]([Cl:39])[Cl:40].[c:41]1([P:42]([c:43]2[cH:44][cH:45][cH:46][cH:47][cH:48]2)[c:49]2[cH:50][cH:51][cH:52][cH:53][cH:54]2)[cH:55][cH:56][cH:57][cH:58][cH:59]1.[c:60]1([P:61]([c:62]2[cH:63][cH:64][cH:65][cH:66][cH:67]2)[c:68]2[cH:69][cH:70][cH:71][cH:72][cH:73]2)[cH:74][cH:75][cH:76][cH:77][cH:78]1>>[N:1]1([CH2:6][CH2:7][O:8][c:9]2[cH:10][cH:11][c:12](-[c:15]3[c:16]([C:24](=[O:25])[c:26]4[cH:27][cH:28][c:29]([C:35]#[C:34][CH2:33][OH:36])[cH:30][cH:31]4)[c:17]4[c:18]([s:19]3)[cH:20][cH:21][cH:22][cH:23]4)[cH:13][cH:14]2)[CH2:2][CH2:3][CH2:4][CH2:5]1. The reactants are COc1cccc2c1CCCC(=O)N2, [H-], CI, [Na+], CN(C)C=O. Product: COc1cccc2c1CCCC(=O)N2C. RXN SMILES: [CH3:1][O:2][c:3]1[cH:4][cH:5][cH:6][c:7]2[c:13]1[CH2:12][CH2:11][CH2:10][C:9](=[O:14])[NH:8]2.[H-:16].[I:17][CH3:18].[Na+:15].[O:19]=[CH:20][N:21]([CH3:22])[CH3:23]>>[CH3:1][O:2][c:3]1[cH:4][cH:5][cH:6][c:7]2[c:13]1[CH2:12][CH2:11][CH2:10][C:9](=[O:14])[N:8]2[CH3:18]. Reactants: OC(C[C@@]1(CCN(C(O1)=O)[C@@H](C)C1=CC=C(C=C1)B1OC(C(O1)(C)C)(C)C)C1=CC=CC=C1)(C)C ((S)-6-(2-hydroxy-2-methylpropyl)-6-phenyl-3-{(S)-1-[4-(4,4,5,5-tetramethyl-1,3,2-dioxaborolan-2-yl)phenyl]-ethyl}-1,3-oxazinan-2-one), BrC=1C=CC(=NC1)C1(C(N(CC1)C)=O)C (3-(5-bromo-pyridin-2-yl)-1,3-dimethyl-pyrrolidin-2-one). Product: CN1C(C(CC1)(C)C1=CC=C(C=N1)C1=CC=C(C=C1)[C@H](C)N1C(O[C@](CC1)(C1=CC=CC=C1)CC(C)(C)O)=O)=O (3-((S)-1-{4-[6-(1,3-Dimethyl-2-oxo-pyrrolidin-3-yl)-pyridin-3-yl]-phenyl}-ethyl)-(S)-6-(2-hydroxy-2-methyl-propyl)-6-phenyl-[1,3]oxazinan-2-one). Isolated yield 65.0%. Reaction SMILES: [OH:1][C:2]([CH3:35])([CH3:34])[CH2:3][C@@:4]1([C:28]2[CH:33]=[CH:32][CH:31]=[CH:30][CH:29]=2)[O:9][C:8](=[O:10])[N:7]([C@H:11]([C:13]2[CH:18]=[CH:17][C:16](B3OC(C)(C)C(C)(C)O3)=[CH:15][CH:14]=2)[CH3:12])[CH2:6][CH2:5]1.Br[C:37]1[CH:38]=[CH:39][C:40]([C:43]2([CH3:50])[CH2:47][CH2:46][N:45]([CH3:48])[C:44]2=[O:49])=[N:41][CH:42]=1>>[CH3:48][N:45]1[CH2:46][CH2:47][C:43]([C:40]2[N:41]=[CH:42][C:37]([C:16]3[CH:15]=[CH:14][C:13]([C@@H:11]([N:7]4[CH2:6][CH2:5][C@:4]([CH2:3][C:2]([OH:1])([CH3:34])[CH3:35])([C:28]5[CH:33]=[CH:32][CH:31]=[CH:30][CH:29]=5)[O:9][C:8]4=[O:10])[CH3:12])=[CH:18][CH:17]=3)=[CH:38][CH:39]=2)([CH3:50])[C:44]1=[O:49]. Procedure details: The title compound was prepared from (S)-6-(2-hydroxy-2-methylpropyl)-6-phenyl-3-{(S)-1-[4-(4,4,5,5-tetramethyl-1,3,2-dioxaborolan-2-yl)phenyl]-ethyl}-1,3-oxazinan-2-one and 3-(5-bromo-pyridin-2-yl)-1,3-dimethyl-pyrrolidin-2-one following a procedure analogous to that described in Example 1. Yield: 65% of theory; LC (method 3): tR=3.06 min; Mass spectrum (ESI+): m/z=542 [M+H]+. Run in O (Water). RXN SMILES: [O:1]1[CH:5]=[CH:4][CH:3]=[C:2]1[C:6]1[O:7][C:8]([CH3:38])=[C:9]([CH2:11][O:12][C:13]2[CH:35]=[CH:34][C:16]([CH2:17][O:18][C:19]3[C:23](/[CH:24]=[CH:25]/[CH:26]=[O:27])=[CH:22][N:21]([C:28]4[CH:33]=[CH:32][CH:31]=[CH:30][CH:29]=4)[N:20]=3)=[CH:15][C:14]=2[O:36][CH3:37])[N:10]=1.C1(C)C=CC(S([CH2:48][N+:49]#[C-:50])(=O)=O)=CC=1.C(=O)([O-])[O-].[K+].[K+].CO>O>[O:1]1[CH:5]=[CH:4][CH:3]=[C:2]1[C:6]1[O:7][C:8]([CH3:38])=[C:9]([CH2:11][O:12][C:13]2[CH:35]=[CH:34][C:16]([CH2:17][O:18][C:19]3[C:23](/[CH:24]=[CH:25]/[C:26]4[O:27][CH:50]=[N:49][CH:48]=4)=[CH:22][N:21]([C:28]4[CH:29]=[CH:30][CH:31]=[CH:32][CH:33]=4)[N:20]=3)=[CH:15][C:14]=2[O:36][CH3:37])[N:10]=1 |f:2.3.4|. The product is O1C(=CC=C1)C=1OC(=C(N1)COC1=C(C=C(C=C1)COC1=NN(C=C1\C=C\C1=CN=CO1)C1=CC=CC=C1)OC)C (2-(2-furyl)-4-({2-methoxy-4-[({4-[(E)-2-(1,3-oxazol-5-yl)ethenyl]-1-phenyl-1H-pyrazol-3-yl}oxy)methyl]phenoxy}methyl)-5-methyl-1,3-oxazole). Reactants: O1C(=CC=C1)C=1OC(=C(N1)COC1=C(C=C(COC2=NN(C=C2/C=C/C=O)C2=CC=CC=C2)C=C1)OC)C ((2E)-3-{3-[(4-{[2-(2-furyl)-5-methyl-1,3-oxazol-4-yl]methoxy}-3-methoxybenzyl)oxy]-1-phenyl-1H-pyrazol-4-yl}-2-propenaldehyde), C1(=CC=C(C=C1)S(=O)(=O)C[N+]#[C-])C (p-toluenesulfonylmethylisocyanide), C([O-])([O-])=O.[K+].[K+] (potassium carbonate), CO (methanol). The yield is 53.4%. Procedure: A mixture of (2E)-3-{3-[(4-{[2-(2-furyl)-5-methyl-1,3-oxazol-4-yl]methoxy}-3-methoxybenzyl)oxy]-1-phenyl-1H-pyrazol-4-yl}-2-propenaldehyde (0.40 g), p-toluenesulfonylmethylisocyanide (0.17 g), potassium carbonate (0.11 g) and methanol (20 mL) was heated under 1 reflux for 30 min. Water was added to the reaction mixture, and the mixture was extracted with ethyl acetate. The ethyl acetate layer was washed with saturated brine, dried over anhydrous magnesium sulfate and concentrated. The residue wa... The reactants are C(C)(=O)N[C@@H](CC(C)C)C(=O)O.C(C)OC=1C=C(C=CC1OC)[C@@H](CS(=O)(=O)C)N ((1S)-1-(3-ethoxy-4-methoxyphenyl)-2-methanesulfonyl-ethylamine N-acetyl-L-Leucine salt), ClCCl (dichloromethane), [OH-].[Na+] (sodium hydroxide). The solvent is O (water), O (water). Reaction conditions: temperature 20 celsius. The product is C(C)OC=1C=C(C=CC1OC)[C@@H](CS(=O)(=O)C)N ((1S)-1-(3-ethoxy-4-methoxyphenyl)-2-methanesulfonyl-ethylamine). Isolated yield 95.0%. As a reaction SMILES: C(N[C@H](C(O)=O)CC(C)C)(=O)C.[CH2:13]([O:15][C:16]1[CH:17]=[C:18]([C@H:24]([NH2:30])[CH2:25][S:26]([CH3:29])(=[O:28])=[O:27])[CH:19]=[CH:20][C:21]=1[O:22][CH3:23])[CH3:14].ClCCl.[OH-].[Na+]>O>[CH2:13]([O:15][C:16]1[CH:17]=[C:18]([C@H:24]([NH2:30])[CH2:25][S:26]([CH3:29])(=[O:28])=[O:27])[CH:19]=[CH:20][C:21]=1[O:22][CH3:23])[CH3:14] |f:0.1,3.4|. Procedure: After a mixture of (1S)-1-(3-ethoxy-4-methoxyphenyl)-2-methanesulfonyl-ethylamine N-acetyl-L-Leucine salt (1.10 kg, 2.46 moles), deionizer water (4.40 L), and dichloromethane (DCM, 5.50 L) was charged into a reaction vessel, a solution of sodium hydroxide (196.0 g, 4.90 moles) in 1.00 L of deionizer water was charged into the reaction vessel over about 5 minutes at 15-25° C. The resulting mixture was stirred for at least 10 minutes at 15-25° C. and then the aqueous and organic phases were allowe... Starting materials: C(CCCCCCCCCCC)C1=C(C=CC=C1)O (dodecylphenol), O1OOCCC1 (trioxane), NCCNCCNCCNCCN (tetraethylene pentamine). Solvent: O (water), O (water), O (water). Run at time 8 hour. Product: 730g, C(CCCCCCCCCCC)C1=C(C=CC=C1)O.NCCNCCNCCNCCN (dodecylphenol TEPA). RXN SMILES: [CH2:1]([C:13]1[CH:18]=[CH:17][CH:16]=[CH:15][C:14]=1[OH:19])[CH2:2][CH2:3][CH2:4][CH2:5][CH2:6][CH2:7][CH2:8][CH2:9][CH2:10][CH2:11][CH3:12].O1CCCOO1.[NH2:26][CH2:27][CH2:28][NH:29][CH2:30][CH2:31][NH:32][CH2:33][CH2:34][NH:35][CH2:36][CH2:37][NH2:38]>O>[CH2:1]([C:13]1[CH:18]=[CH:17][CH:16]=[CH:15][C:14]=1[OH:19])[CH2:2][CH2:3][CH2:4][CH2:5][CH2:6][CH2:7][CH2:8][CH2:9][CH2:10][CH2:11][CH3:12].[NH2:38][CH2:37][CH2:36][NH:35][CH2:34][CH2:33][NH:32][CH2:31][CH2:30][NH:29][CH2:28][CH2:27][NH2:26] |f:4.5|. Reported procedure: To a 2 liter 4-necked reaction flask equipped with a stirrer, Dean Stark trap, condenser and nitrogen sparger were charged dodecylphenol (524 g, 2.0 m), trioxane (60 g, 0.66 m) and tetraethylene pentamine (TEPA) (189 g, 1.0 m). The temperature was raised slowly to 110° C. at which time water evolution began. After 8 hours the temperature had risen to 115° C. and water evolution ceased (42 cc's of water were collected). The mixture was cooled and filtered to yield 730g of a dodecylphenol-TEPA pro... Reactants: CN(P(N(C)C)(N(C)C)=O)C (hexamethylphosphoric triamide), BrC=1C(OC2=CC=CC=C2C1O)=O (3-bromo-4-hydroxycoumarin), C1(=CC=CC=C1)S[Si](C)(C)C (phenylthio(trimethyl)silane). Run in C(C)#N (acetonitrile). The product is C1(=CC=CC=C1)SC=1C(OC2=CC=CC=C2C1O)=O (3-phenylthio-4-hydroxycoumarin). The yield is 70.4%. Reaction SMILES: CN(C)P(=O)(N(C)C)N(C)C.Br[C:13]1[C:14](=[O:24])[O:15][C:16]2[C:21]([C:22]=1[OH:23])=[CH:20][CH:19]=[CH:18][CH:17]=2.[C:25]1([S:31][Si](C)(C)C)[CH:30]=[CH:29][CH:28]=[CH:27][CH:26]=1>C(#N)C>[C:25]1([S:31][C:13]2[C:14](=[O:24])[O:15][C:16]3[C:21]([C:22]=2[OH:23])=[CH:20][CH:19]=[CH:18][CH:17]=3)[CH:30]=[CH:29][CH:28]=[CH:27][CH:26]=1. Procedure details: 1 ml of hexamethylphosphoric triamide and 1.0 g (4.15 mmoles) of 3-bromo-4-hydroxycoumarin were added to a solution of 0.91 g (5.0 mmoles) of phenylthio(trimethyl)silane in 25 ml of dry acetonitrile. After refluxing for 1 hour, the mixture was evaporated and the residue was dissolved in 125 ml of ethyl acetate. The solution obtained was washed twice with 125 ml of water and the ethyl acetate layer was dried and evaporated to dryness. The solid residue was washed with 100 ml of heptane and then w... Reactants: O=C([O-])[O-], CC(C)=O, Cc1nn(-c2cc(O)c(Cl)cc2F)c(=O)n1C(F)F, O=[N+]([O-])c1ccc(Cl)nc1, [K+], [K+]. Yields the product Cc1nn(-c2cc(Oc3ccc([N+](=O)[O-])cn3)c(Cl)cc2F)c(=O)n1C(F)F. As a reaction SMILES: [C:20](=[O:21])([O-:22])[O-:23].[CH3:36][C:37](=[O:38])[CH3:39].[Cl:1][c:2]1[cH:3][c:4]([F:19])[c:5](-[n:9]2[n:10][c:11]([CH3:18])[n:12]([CH:15]([F:16])[F:17])[c:13]2=[O:14])[cH:6][c:7]1[OH:8].[Cl:26][c:27]1[n:28][cH:29][c:30]([N+:33](=[O:34])[O-:35])[cH:31][cH:32]1.[K+:24].[K+:25]>>[Cl:1][c:2]1[cH:3][c:4]([F:19])[c:5](-[n:9]2[n:10][c:11]([CH3:18])[n:12]([CH:15]([F:16])[F:17])[c:13]2=[O:14])[cH:6][c:7]1[O:8][c:27]1[n:28][cH:29][c:30]([N+:33](=[O:34])[O-:35])[cH:31][cH:32]1.